From a dataset of the Open Reaction Database (ORD), a public repository of structured organic reaction records. describe an organic reaction: reactants, conditions, products, and yield Starting materials: C1=CC=CC=2OC3=CC=CC=C3C(C12)CC(=O)Cl (2-(9H-xanthenyl)acetyl chloride), C(C)C1=C(N)C(=CC=C1)C(CC)O (2-ethyl-6-(1-hydroxypropyl)aniline). The product is C(C)C1=C(C(=CC=C1)C(CC)OC(CC1C2=CC=CC=C2OC=2C=CC=CC12)=O)NC(CC1C2=CC=CC=C2OC=2C=CC=CC12)=O (N-(2-Ethyl-6-{1-[2-(9H-xanthen-9-yl)acetoxy]propyl}phenyl)-2-(9H-xanthen-9-yl)acetamide). RXN SMILES: [CH:1]1[C:14]2[CH:13]([CH2:15][C:16](Cl)=[O:17])[C:12]3[C:7](=[CH:8][CH:9]=[CH:10][CH:11]=3)[O:6][C:5]=2[CH:4]=[CH:3][CH:2]=1.[CH2:19]([C:21]1[CH:27]=[CH:26][CH:25]=[C:24]([CH:28]([OH:31])[CH2:29][CH3:30])[C:22]=1[NH2:23])[CH3:20]>>[CH2:19]([C:21]1[CH:27]=[CH:26][CH:25]=[C:24]([CH:28]([O:31][C:16](=[O:17])[CH2:15][CH:13]2[C:12]3[CH:11]=[CH:10][CH:9]=[CH:8][C:7]=3[O:6][C:5]3[C:14]2=[CH:1][CH:2]=[CH:3][CH:4]=3)[CH2:29][CH3:30])[C:22]=1[NH:23][C:16](=[O:17])[CH2:15][CH:13]1[C:14]2[CH:1]=[CH:2][CH:3]=[CH:4][C:5]=2[O:6][C:7]2[C:12]1=[CH:11][CH:10]=[CH:9][CH:8]=2)[CH3:20]. Reported procedure: Following a procedure similar to that described in Example 21, but using 2.2 equivalents of 2-(9H-xanthenyl)acetyl chloride and one equivalent of 2-ethyl-6-(1-hydroxypropyl)aniline, the title compound was obtained as a foam-like material. Reactants: CC1=C(C(=C(C1)C)C)C (tetramethylcyclopentadiene), Cl[Si](C)(C)Cl (dichlorodimethylsilane), C(CCC)[Li] (n-butyl lithium). The solvent is CCCCCC (n-hexane), O1CCCC1 (tetrahydrofuran), O1CCCC1 (tetrahydrofuran). Conditions: temperature 0 celsius, time 20 minute. Yields the product CC=1C(=C(C(C1)(C)[Si](Cl)(C)C)C)C ((tetramethylcyclopentadienyl)dimethylchlorosilane). RXN SMILES: [CH3:1][C:2]1[CH2:6][C:5]([CH3:7])=[C:4]([CH3:8])[C:3]=1[CH3:9].C([Li])CCC.[Cl:15][Si:16](Cl)([CH3:18])[CH3:17]>O1CCCC1.CCCCCC>[CH3:1][C:2]1[C:3]([CH3:9])=[C:4]([CH3:8])[C:5]([Si:16]([CH3:18])([CH3:17])[Cl:15])([CH3:7])[CH:6]=1. Procedure details: Into a two-necked round-bottomed flask, the atmosphere in which was replaced with nitrogen, were charged 15 g of tetrahydrofuran, 12 g of n-hexane and 1.10 g of tetramethylcyclopentadiene. The mixture was cooled to 0° C. with stirring and 4.90 ml of n-butyl lithium (1.6M solution in n-hexane) (7.84 mmol as n-butyl lithium) was gradually added dropwise thereto over 20 minutes. The obtained reaction mixture in the form of a white slurry was stirred for at 0° C. for 3 hours, and a pre-cooled tetrah...